This data is from the Open Reaction Database (ORD), a public repository of structured organic reaction records. The task is: describe an organic reaction: reactants, conditions, products, and yield Reactants: COc1ccc(C2CCCC3C=CCC(=O)N32)cc1, CO, [H][H], O=[Pt]. Yields the product COc1ccc(C2CCCC3CCCC(=O)N32)cc1. As a reaction SMILES: [CH3:1][O:2][c:3]1[cH:4][cH:5][c:6]([CH:9]2[N:10]3[C:11](=[O:19])[CH2:12][CH:13]=[CH:14][CH:15]3[CH2:16][CH2:17][CH2:18]2)[cH:7][cH:8]1.[CH3:22][OH:23].[H:20][H:21].[Pt:24]=[O:25]>>[CH3:1][O:2][c:3]1[cH:4][cH:5][c:6]([CH:9]2[N:10]3[C:11](=[O:19])[CH2:12][CH2:13][CH2:14][CH:15]3[CH2:16][CH2:17][CH2:18]2)[cH:7][cH:8]1.